From a dataset of the Open Reaction Database (ORD), a public repository of structured organic reaction records. describe an organic reaction: reactants, conditions, products, and yield Reactants: CC(C(=O)OC)C1=CC=C(C=C1)OCC1=CC=CC=C1 (Methyl (R/S)-α-Methyl-4-benzyloxyphenylacetate), [Li+].[OH-] (LiOH). The solvent is CO (MeOH). Conditions: time 2 hour. Product: CC(C(=O)O)C1=CC=C(C=C1)OCC1=CC=CC=C1 ((R/S)-α-Methyl-4-benzyloxyphenylacetic Acid). Yield: 89.7%. Reaction SMILES: [CH3:1][CH:2]([C:7]1[CH:12]=[CH:11][C:10]([O:13][CH2:14][C:15]2[CH:20]=[CH:19][CH:18]=[CH:17][CH:16]=2)=[CH:9][CH:8]=1)[C:3]([O:5]C)=[O:4].[Li+].[OH-]>CO>[CH3:1][CH:2]([C:7]1[CH:12]=[CH:11][C:10]([O:13][CH2:14][C:15]2[CH:20]=[CH:19][CH:18]=[CH:17][CH:16]=2)=[CH:9][CH:8]=1)[C:3]([OH:5])=[O:4] |f:1.2|. Procedure: To a solution of methyl (R/S)-α-methyl-4-benzyloxyphenylacetate 45a (2.7 g, 10 mmol) in MeOH (25 mL) was added 1 N LiOH (15 mL). The mixture was stirred for 2 hour and concentrated. EtOAc was added followed by 1 N HCl (10 mL). The organic layer was separated and washed with brine, dried (MgSO4), and concentrated to afford the carboxylic acid (2.3 g, 90%) as a solid. MS (CI—NH3): (M+H+NH3)+=274. Reactants: C(=C)[Si](O[Si](C)(C)C)(C)C=C (divinyltetramethyldisiloxane), C=CC1=CC=CC=C1 (styrene), C[SiH](OCC)C (dimethylethoxysilane), C(C)(=O)O (acetic acid), Teflon, C=CC1=CC=CC=C1 (styrene). The solvent is C1(=CC=CC=C1)C (toluene). Reaction conditions: temperature 41 celsius. Product: C(CC1=CC=CC=C1)[Si](OCC)(C)C (phenethyldimethylethoxysilane). Isolated yield 74.5%. Reaction SMILES: [CH2:1]=[CH:2][C:3]1[CH:8]=[CH:7][CH:6]=[CH:5][CH:4]=1.[CH3:9][SiH:10]([CH3:14])[O:11][CH2:12][CH3:13].C(O)(=O)C.C([Si](C=C)(C)O[Si](C)(C)C)=C>C1(C)C=CC=CC=1>[CH2:1]([Si:10]([CH3:14])([CH3:9])[O:11][CH2:12][CH3:13])[CH2:2][C:3]1[CH:8]=[CH:7][CH:6]=[CH:5][CH:4]=1. Procedure: 312 mg Of styrene and 312 mg of dimethylethoxysilane were placed in a glass reaction tube and 0.006 ml of acetic acid was added. Then, 0.001 ml of a toluene solution of a 0-valent platinum complex of divinyltetramethyldisiloxane (platinum content: 0.4 Wt. %) was added to this mixture. The reaction tube was sealed with Teflon tape and heated for 30 minutes in an oil bath at 41° C. When the tube contents were analyzed by GC-MS following cooling, the conversion rate of styrene was 80% and phenethyl...